Dataset: the Open Reaction Database (ORD), a public repository of structured organic reaction records. Task: describe an organic reaction: reactants, conditions, products, and yield Reactants: Brc1cncc(Br)c1, COCCOC, CC1(C)OB(c2ccc(F)cc2C#N)OC1(C)C, [Na+], [Na+], O=C([O-])[O-], O. The product is N#Cc1cc(F)ccc1-c1cncc(Br)c1. Reaction SMILES: [Br:1][c:2]1[cH:3][n:4][cH:5][c:6]([Br:7])[cH:8]1.[CH3:27][O:28][CH2:29][CH2:30][O:31][CH3:32].[F:9][c:10]1[cH:11][cH:12][c:13]([B:18]2[O:19][C:20]([CH3:21])([CH3:22])[C:23]([CH3:24])([CH3:25])[O:26]2)[c:14]([C:15]#[N:16])[cH:17]1.[Na+:33].[Na+:34].[O-:35][C:36](=[O:37])[O-:38].[OH2:39]>>[c:2]1(-[c:13]2[cH:12][cH:11][c:10]([F:9])[cH:17][c:14]2[C:15]#[N:16])[cH:3][n:4][cH:5][c:6]([Br:7])[cH:8]1. The reactants are Cl (hydrochloric acid), ice water, [H-].[Na+] (sodium hydride), ClC=1C=C(C=CC1Cl)CC(=O)OCC (ethyl 3,4-dichlorophenylacetate), ClCC(=O)[O-].[Na+] (sodium chloroacetate). Solvent: CS(=O)C (dimethyl sulfoxide). The product is ClC=1C=C(C=CC1Cl)C(CC(=O)O)C(=O)OCC (3-(3,4-Dichlorophenyl)-3-ethoxycarbonylpropionic Acid). Isolated yield 87.3%. As a reaction SMILES: [H-].[Na+].[Cl:3][C:4]1[CH:5]=[C:6]([CH2:11][C:12]([O:14][CH2:15][CH3:16])=[O:13])[CH:7]=[CH:8][C:9]=1[Cl:10].Cl[CH2:18][C:19]([O-:21])=[O:20].[Na+].Cl>CS(C)=O>[Cl:3][C:4]1[CH:5]=[C:6]([CH:11]([C:12]([O:14][CH2:15][CH3:16])=[O:13])[CH2:18][C:19]([OH:21])=[O:20])[CH:7]=[CH:8][C:9]=1[Cl:10] |f:0.1,3.4|. Procedure details: 16.50 g of sodium hydride with 64% purity and 350 ml of dry dimethyl sulfoxide were supplied to a well dried 1-litre 4-necked flask. Then 101.30 g of ethyl 3,4-dichlorophenylacetate obtained in Example 6 was added dropwise, the solution being stirred at room temperature even after the end of the dropwise addition. Thereafter, 48.61 g of sodium chloroacetate was added and the solution was further stirred at room temperature. At this point, the reaction solution changed from a yellow to a red susp... Starting materials: COc1cc2c(cc1[N+](=O)[O-])N(C(=O)CCN(C)C)CCC2, CO, [H][H]. Yields the product COc1cc2c(cc1N)N(C(=O)CCN(C)C)CCC2. RXN SMILES: [CH3:1][N:2]([CH2:3][CH2:4][C:5](=[O:6])[N:7]1[CH2:8][CH2:9][CH2:10][c:11]2[cH:12][c:13]([O:20][CH3:21])[c:14]([N+:17]([O-:18])=[O:19])[cH:15][c:16]21)[CH3:22].[CH3:25][OH:26].[H:23][H:24]>>[CH3:1][N:2]([CH2:3][CH2:4][C:5](=[O:6])[N:7]1[CH2:8][CH2:9][CH2:10][c:11]2[cH:12][c:13]([O:20][CH3:21])[c:14]([NH2:17])[cH:15][c:16]21)[CH3:22]. Reactants: O (water), IC (iodomethane), C([O-])([O-])=O.[Cs+].[Cs+] (cesium carbonate), FC=1C=CC(=C(C1)O)[N+](=O)[O-] (5-fluoro-2-nitrophenol). The solvent is CN(C)C=O (DMF). The product is COC1=C(C=CC(=C1)F)[N+](=O)[O-] (2-methoxy-4-fluoronitro-benzene). RXN SMILES: [F:1][C:2]1[CH:3]=[CH:4][C:5]([N+:9]([O-:11])=[O:10])=[C:6]([OH:8])[CH:7]=1.IC.[C:14](=O)([O-])[O-].[Cs+].[Cs+].O>CN(C=O)C>[CH3:14][O:8][C:6]1[CH:7]=[C:2]([F:1])[CH:3]=[CH:4][C:5]=1[N+:9]([O-:11])=[O:10] |f:2.3.4|. Reported procedure: 3 g of 5-fluoro-2-nitrophenol are dissolved in DMF and, after addition of 1.1 equivalent each of iodomethane and cesium carbonate, stirred at room temperature. After the reaction is complete, the reaction mixture is poured into water, extracted with diethyl ether, washed and concentrated. 3.2 g of 2-methoxy-4-fluoronitro-benzene are produced. Starting from this, 4.2 g of 2-methoxy-4-pyrrolidinylnitrobenzene are prepared by reaction with pyrrolidine by general reaction method A. The crude product... Starting materials: C(C1=CC=CC=C1)(=O)C1=C(NC(C(C(=O)OCC)=NO)=O)C=CC(=C1)Cl (ethyl 2'-benzoyl-4'-chloro-mesoxalanilate 2-oxime), C(Cl)Cl (methylene chloride). The reagents and catalysts are [Zn] (zinc). Solvent: C(C)(=O)O (acetic acid). Product: ClC=1C=CC2=C(C(=NC(C(N2)=O)C(=O)OCC)C2=CC=CC=C2)C1 (ethyl 7-chloro-1,3-dihydro-5-phenyl-2H-1,4-benzodiazepin-2-one-3-carboxylate). Reaction SMILES: [C:1]([C:9]1[CH:25]=[C:24]([Cl:26])[CH:23]=[CH:22][C:10]=1[NH:11][C:12](=[O:21])[C:13](=[N:19]O)[C:14]([O:16][CH2:17][CH3:18])=[O:15])(=O)[C:2]1[CH:7]=[CH:6][CH:5]=[CH:4][CH:3]=1.C(Cl)Cl>[Zn].C(O)(=O)C>[Cl:26][C:24]1[CH:23]=[CH:22][C:10]2[NH:11][C:12](=[O:21])[CH:13]([C:14]([O:16][CH2:17][CH3:18])=[O:15])[N:19]=[C:1]([C:2]3[CH:7]=[CH:6][CH:5]=[CH:4][CH:3]=3)[C:9]=2[CH:25]=1. Procedure: A solution of 2 g. of ethyl 2'-benzoyl-4'-chloro-mesoxalanilate 2-oxime in 40 ml. of methylene chloride is treated with 2 g. of zinc dust. 4 ml. of glacial acetic acid are added dropwise within 5 minutes with stirring. After the addition, the mixture is stirred at room temperature for 1 hour. The reaction mixture is filtered and the filtrate evaporated. The residue is boiled under reflux for 2 hours in 20 ml. of benzene and 2 ml. of glacial acetic acid. The reaction mixture is washed out with 10... The reactants are [H-].[Na+] (NaH), CC1=CC2=C(N=CN2)C=C1C (5,6-dimethylbenzimidazole), [H-].[Na+] (NaH), C(CCl)Cl (ethylene chloride), O (water). Solvent: CN(C=O)C (N,N-dimethylformamide). Run at time 30 minute. The product is OCCN1C=NC2=C1C=C(C(=C2)C)C (1-(2-hydroxy-ethyl)-5,6-dimethylbenzimidazole). RXN SMILES: [CH3:1][C:2]1[C:10]([CH3:11])=[CH:9][C:5]2[N:6]=[CH:7][NH:8][C:4]=2[CH:3]=1.[H-].[Na+].[CH2:14](Cl)[CH2:15]Cl.[OH2:18]>CN(C)C=O>[OH:18][CH2:14][CH2:15][N:6]1[C:5]2[CH:9]=[C:10]([CH3:11])[C:2]([CH3:1])=[CH:3][C:4]=2[N:8]=[CH:7]1 |f:1.2|. Procedure: A 1.46 g amount of 5,6-dimethylbenzimidazole was dissolved in 50 ml of dry N,N-dimethylformamide, 0.96 g of NaH was added to the solution, and the mixture was stirred in an ice-water bath for 30 minutes. Then to the mixture was added dropwise 5 ml of ethylene chloride, the mixture was stirred at room temperature for 15 hours, and the reaction was further carried out for 24 hours while adding 0.78 g of NaH. The reaction was stopped by an addition of 50 ml of water, and the obtained reaction mixtu... Reactants: COc1c(C=Cc2ccc(NS(C)(=O)=O)cc2CO)cc(-n2ccc(=O)[nH]c2=O)cc1C(C)(C)C, O=C(O)c1ccccc1I(=O)=O. The product is COc1c(C=Cc2ccc(NS(C)(=O)=O)cc2C=O)cc(-n2ccc(=O)[nH]c2=O)cc1C(C)(C)C. RXN SMILES: [C:1]([CH3:2])([CH3:3])([CH3:4])[c:5]1[c:6]([O:34][CH3:35])[c:7]([CH:8]=[CH:9][c:10]2[c:11]([CH2:21][OH:22])[cH:12][c:13]([NH:16][S:17](=[O:18])(=[O:19])[CH3:20])[cH:14][cH:15]2)[cH:23][c:24](-[n:26]2[c:27](=[O:33])[nH:28][c:29](=[O:32])[cH:30][cH:31]2)[cH:25]1.[I:36]([c:37]1[cH:38][cH:39][cH:40][cH:41][c:42]1[C:43]([OH:44])=[O:45])(=[O:46])=[O:47]>>[C:1]([CH3:2])([CH3:3])([CH3:4])[c:5]1[c:6]([O:34][CH3:35])[c:7]([CH:8]=[CH:9][c:10]2[c:11]([CH:21]=[O:22])[cH:12][c:13]([NH:16][S:17](=[O:18])(=[O:19])[CH3:20])[cH:14][cH:15]2)[cH:23][c:24](-[n:26]2[c:27](=[O:33])[nH:28][c:29](=[O:32])[cH:30][cH:31]2)[cH:25]1. The reactants are Cl.N1=CN=CC2=C1NC=C2C2=CC=CC(=N2)C=2CCNCC2 (6-(7H-Pyrrolo[2,3-d]pyrimidin-5-yl)-1′,2′,3′,6′-tetrahydro-[2,4′]bipyridinyl hydrochloride), O (water), C(#N)CC(=O)ON1CCCC1 (2-cyano acetic acid, pyrrolidin-1-yl ester), C(C)(C)N(CC)C(C)C (diisopropylethylamine). Run in C(C)O (ethanol). Conditions: time 12 hour. The product is O=C(CC#N)N1CCC(=CC1)C1=NC(=CC=C1)C1=CNC=2N=CN=CC21 (3-oxo-3-[6-(7H-pyrrolo[2,3-d]pyrimidin-5-yl)-3′,6′-dihydro-2′H-[2,4′]bipyridinyl-1′-yl]-propionitrile). Isolated yield 16.1%. Reaction SMILES: Cl.[N:2]1[C:7]2[NH:8][CH:9]=[C:10]([C:11]3[N:16]=[C:15]([C:17]4[CH2:18][CH2:19][NH:20][CH2:21][CH:22]=4)[CH:14]=[CH:13][CH:12]=3)[C:6]=2[CH:5]=[N:4][CH:3]=1.[C:23]([CH2:25][C:26](ON1CCCC1)=[O:27])#[N:24].C(N(C(C)C)CC)(C)C.O>C(O)C>[O:27]=[C:26]([N:20]1[CH2:19][CH:18]=[C:17]([C:15]2[CH:14]=[CH:13][CH:12]=[C:11]([C:10]3[C:6]4[CH:5]=[N:4][CH:3]=[N:2][C:7]=4[NH:8][CH:9]=3)[N:16]=2)[CH2:22][CH2:21]1)[CH2:25][C:23]#[N:24] |f:0.1|. Reported procedure: As shown in FIG. 7—step v, compound 29 (30 mg) and 2-cyano acetic acid, pyrrolidin-1-yl ester (47 mg) were mixed in ethanol (2 mL) and diisopropylethylamine (0.084 mL) was added. After stirring at rt for 12 hours, water (30 mL) was added. Extraction with dichloromethane (3×) and chromatographic purification (SiO2, ethyl acetate) afforded 5.3 mg of 3-oxo-3-[6-(7H-pyrrolo[2,3-d]pyrimidin-5-yl)-3′,6′-dihydro-2′H-[2,4′]bipyridinyl-1′-yl]-propionitrile (compound 30). Starting materials: II (iodine), C1(=CC=CC=C1)C(C#C)(O)C1=CC=NC=C1 (3-phenyl-3-pyridin-4-yl-1-propyn-3-ol), [OH-].[Na+] (sodium hydroxide). Run in O (water), CO (methanol). Conditions: time 3 hour. Yields the product IC#CC(O)(C1=CC=NC=C1)C1=CC=CC=C1 (1-iodo-3-phenyl-3-pyridin-4-yl-1-propyn-3-ol). The yield is 79.1%. As a reaction SMILES: [I:1]I.[C:3]1([C:9]([C:13]2[CH:18]=[CH:17][N:16]=[CH:15][CH:14]=2)([OH:12])[C:10]#[CH:11])[CH:8]=[CH:7][CH:6]=[CH:5][CH:4]=1.[OH-].[Na+]>CO.O>[I:1][C:11]#[C:10][C:9]([C:3]1[CH:4]=[CH:5][CH:6]=[CH:7][CH:8]=1)([C:13]1[CH:18]=[CH:17][N:16]=[CH:15][CH:14]=1)[OH:12] |f:2.3|. Procedure: 50.8 g (0.2 mol) of iodine were gradually introduced into a suspension of 42 g (0.2 mol) of 3-phenyl-3-pyridin-4-yl-1-propyn-3-ol in 500 ml of methanol at room temperature, while simultaneously adding 80 ml of concentrated sodium hydroxide solution dropwise. An almost clear solution was thereby obtained. After stirring the solution at room temperture for three hours, it was diluted with a large amount of water and the crystals which had separated out were filtered off, washed with water and drie...